Dataset: the Open Reaction Database (ORD), a public repository of structured organic reaction records. Task: describe an organic reaction: reactants, conditions, products, and yield Starting materials: N, COC(=O)C(C)Oc1cccc2ncnc(Nc3ccc4c(cnn4Cc4nccs4)c3)c12. Product: CC(Oc1cccc2ncnc(Nc3ccc4c(cnn4Cc4nccs4)c3)c12)C(N)=O. As a reaction SMILES: [NH3:34].[s:1]1[c:2]([CH2:6][n:7]2[n:8][cH:9][c:10]3[cH:11][c:12]([NH:16][c:17]4[n:18][cH:19][n:20][c:21]5[cH:22][cH:23][cH:24][c:25]([O:27][CH:28]([C:29]([O:31][CH3:30])=[O:32])[CH3:33])[c:26]45)[cH:13][cH:14][c:15]23)[n:3][cH:4][cH:5]1>>[s:1]1[c:2]([CH2:6][n:7]2[n:8][cH:9][c:10]3[cH:11][c:12]([NH:16][c:17]4[n:18][cH:19][n:20][c:21]5[cH:22][cH:23][cH:24][c:25]([O:27][CH:28]([C:29](=[O:31])[NH2:34])[CH3:33])[c:26]45)[cH:13][cH:14][c:15]23)[n:3][cH:4][cH:5]1. Reactants: hydrate, COC(C(C1=CC=C(C=C1)OC\C=C\C1=CC=CC=C1)=O)=O ((E)-alpha-oxo-4- [(3-phenyl-2-propenyl)oxy]benzeneacetic acid methyl ester). Run in CO (methanol), [OH-].[Na+] (sodium hydroxide). Yields the product O=C(C(=O)O)C1=CC=C(C=C1)OC\C=C\C1=CC=CC=C1 ((E)-alpha-oxo-4-[(3-phenyl-2-propenyl)oxy]benzeneacetic acid). Reaction SMILES: C[O:2][C:3](=[O:22])[C:4](=[O:21])[C:5]1[CH:10]=[CH:9][C:8]([O:11][CH2:12]/[CH:13]=[CH:14]/[C:15]2[CH:20]=[CH:19][CH:18]=[CH:17][CH:16]=2)=[CH:7][CH:6]=1>CO.[OH-].[Na+]>[O:21]=[C:4]([C:5]1[CH:10]=[CH:9][C:8]([O:11][CH2:12]/[CH:13]=[CH:14]/[C:15]2[CH:20]=[CH:19][CH:18]=[CH:17][CH:16]=2)=[CH:7][CH:6]=1)[C:3]([OH:22])=[O:2] |f:2.3|. Reported procedure: A mixture of (E)-alpha-oxo-4- [(3-phenyl-2-propenyl)oxy]benzeneacetic acid methyl ester 0. 1 molar hydrate (0.7 g) in methanol and 0.5N sodium hydroxide (8 mL) was treated as in Example 19. Extraction provided solids which were crystallized from diethyl etherhexane to give 0.55 g of colorless (E)-alpha-oxo-4-[(3-phenyl-2-propenyl)oxy]benzeneacetic acid, mp 111°-112° C.